From a dataset of the Open Reaction Database (ORD), a public repository of structured organic reaction records. describe an organic reaction: reactants, conditions, products, and yield Product: CN1CCN(CC1)C(C=1C(N)=CC=C(C1)S(NC(C)C)(=O)=O)=O (5-(N-isopropylsulfamoyl)-anthranilic acid (4-methyl)-piperazide). Reaction SMILES: [CH:1]([NH:4][S:5]([C:8]1[CH:19]=[C:12]2[C:13]([O:15]C(=O)[NH:17][C:11]2=[CH:10][CH:9]=1)=O)(=[O:7])=[O:6])([CH3:3])[CH3:2].[CH3:20][N:21]1[CH2:26][CH2:25][NH:24][CH2:23][CH2:22]1>C(Cl)Cl.C(OCC)C>[CH3:20][N:21]1[CH2:26][CH2:25][N:24]([C:13](=[O:15])[C:12]2[C:11](=[CH:10][CH:9]=[C:8]([S:5](=[O:6])(=[O:7])[NH:4][CH:1]([CH3:2])[CH3:3])[CH:19]=2)[NH2:17])[CH2:23][CH2:22]1 |f:2.3|. The solvent is C(Cl)Cl.C(C)OCC (methylene chloride diethyl ether). Procedure: In a manner analogous to that described in Example 1, the reaction of 5-(N-isopropylsulfamoyl)-isatoic anhydride with 1-methylpiperazine yields 5-(N-isopropylsulfamoyl)-anthranilic acid (4-methyl)-piperazide with a melting point of 118°-122° (from methylene chloride/diethyl ether; melting point of the methanesulfonate: 232°-234°). Starting materials: C(C)(C)NS(=O)(=O)C1=CC=C2C(C(=O)OC(N2)=O)=C1 (5-(N-isopropylsulfamoyl)-isatoic anhydride), CN1CCNCC1 (1-methylpiperazine). Reactants: NC=1C=NC=CC1N1C[C@@H]2[C@H](CC1)OC(N2C(=O)OC(C)(C)C)=O ((3aR,7aS)-tert-butyl 5-(3-aminopyridin-4-yl)-2-oxohexahydrooxazolo[4,5-c]pyridine-3(2H)-carboxylate), NC=1C(=NC(=CC1)C1=C(C=CC(=C1)C(NC(C)C)=O)F)C(=O)O (3-amino-6-(2-fluoro-5-(isopropylcarbamoyl)phenyl)picolinic acid), C(CCl)Cl (EDC), C1=CC2=C(N=C1)N(N=N2)O (HOAt). Run in O (water), CN(C)C=O (DMF). Reaction conditions: time 15 hour. The product is NC=1C(=NC(=CC1)C1=C(C=CC(=C1)C(NC(C)C)=O)F)C(=O)NC=1C=NC=CC1N1C[C@@H]2[C@H](CC1)OC(N2C(=O)OC(C)(C)C)=O ((3aR,7aS)-tert-butyl 5-(3-(3-amino-6-(2-fluoro-5-(isopropylcarbamoyl)phenyl)picolinamido)pyridin-4-yl)-2-oxohexahydro-oxazolo[4,5-c]pyridine-3(2H)-carboxylate). As a reaction SMILES: [NH2:1][C:2]1[CH:3]=[N:4][CH:5]=[CH:6][C:7]=1[N:8]1[CH2:13][CH2:12][C@@H:11]2[O:14][C:15](=[O:24])[N:16]([C:17]([O:19][C:20]([CH3:23])([CH3:22])[CH3:21])=[O:18])[C@@H:10]2[CH2:9]1.[NH2:25][C:26]1[C:27]([C:45](O)=[O:46])=[N:28][C:29]([C:32]2[CH:37]=[C:36]([C:38](=[O:43])[NH:39][CH:40]([CH3:42])[CH3:41])[CH:35]=[CH:34][C:33]=2[F:44])=[CH:30][CH:31]=1.C(Cl)CCl.C1C=NC2N(O)N=NC=2C=1>CN(C=O)C.O>[NH2:25][C:26]1[C:27]([C:45]([NH:1][C:2]2[CH:3]=[N:4][CH:5]=[CH:6][C:7]=2[N:8]2[CH2:13][CH2:12][C@@H:11]3[O:14][C:15](=[O:24])[N:16]([C:17]([O:19][C:20]([CH3:21])([CH3:23])[CH3:22])=[O:18])[C@@H:10]3[CH2:9]2)=[O:46])=[N:28][C:29]([C:32]2[CH:37]=[C:36]([C:38](=[O:43])[NH:39][CH:40]([CH3:42])[CH3:41])[CH:35]=[CH:34][C:33]=2[F:44])=[CH:30][CH:31]=1. Reported procedure: To a solution of (3aR,7aS)-tert-butyl 5-(3-aminopyridin-4-yl)-2-oxohexahydrooxazolo[4,5-c]pyridine-3(2H)-carboxylate (1.0 equiv.) in DMF (0.3 M) was added 3-amino-6-(2-fluoro-5-(isopropylcarbamoyl)phenyl)picolinic acid (1.2 equiv.), EDC (1.2 equiv.) and HOAt (1.2 equiv.). The solution was stirred for 15 h. To the mixture was added water and the precipitate was filtered. To the filtrate was added EtOAc, and the organic solution was extracted (3 times), dried with Na2SO4, and concentrated to give ... Starting materials: CNC, Cc1ccc(F)cc1S(=O)(=O)Cl, C1CCOC1. Product: Cc1ccc(F)cc1S(=O)(=O)N(C)C. Reaction SMILES: [CH3:13][NH:14][CH3:15].[F:1][c:2]1[cH:3][cH:4][c:5]([CH3:12])[c:6]([S:8](=[O:9])(=[O:10])[Cl:11])[cH:7]1.[O:16]1[CH2:17][CH2:18][CH2:19][CH2:20]1>>[F:1][c:2]1[cH:3][cH:4][c:5]([CH3:12])[c:6]([S:8](=[O:9])(=[O:10])[N:14]([CH3:13])[CH3:15])[cH:7]1. The reactants are Clc1ccc(OCC2CN(Cc3ccccc3)CC2c2ccc(Cl)c(Cl)c2)cc1, CC#N, O=C(Cl)OCC(Cl)(Cl)Cl. The product is Clc1ccc(OCC2CNCC2c2ccc(Cl)c(Cl)c2)cc1. As a reaction SMILES: [CH2:1]([c:2]1[cH:3][cH:4][cH:5][cH:6][cH:7]1)[N:8]1[CH2:9][CH:10]([CH2:21][O:22][c:23]2[cH:24][cH:25][c:26]([Cl:29])[cH:27][cH:28]2)[CH:11]([c:13]2[cH:14][c:15]([Cl:20])[c:16]([Cl:19])[cH:17][cH:18]2)[CH2:12]1.[CH3:39][C:40]#[N:41].[Cl:30][C:31]([O:32][CH2:33][C:34]([Cl:35])([Cl:36])[Cl:37])=[O:38]>>[NH:8]1[CH2:9][CH:10]([CH2:21][O:22][c:23]2[cH:24][cH:25][c:26]([Cl:29])[cH:27][cH:28]2)[CH:11]([c:13]2[cH:14][c:15]([Cl:20])[c:16]([Cl:19])[cH:17][cH:18]2)[CH2:12]1. The reactants are Cn1cccc1, CCO, Cl, O=C1NC(=O)C(=O)C(=O)N1, O. Product: Cn1cccc1C1(O)C(=O)NC(=O)NC1=O. As a reaction SMILES: [CH3:12][n:13]1[cH:14][cH:15][cH:16][cH:17]1.[CH3:19][CH2:20][OH:21].[ClH:18].[NH:2]1[C:3](=[O:4])[NH:5][C:6](=[O:7])[C:8](=[O:9])[C:10]1=[O:11].[OH2:1]>>[NH:2]1[C:3](=[O:4])[NH:5][C:6](=[O:7])[C:8]([OH:9])([c:14]2[n:13]([CH3:12])[cH:17][cH:16][cH:15]2)[C:10]1=[O:11].